This data is from the Open Reaction Database (ORD), a public repository of structured organic reaction records. The task is: describe an organic reaction: reactants, conditions, products, and yield The reactants are ClC=1C=C(C=C(C1)Cl)C1(CC(=NO1)C1=CC=C(C=O)C=C1)C(F)(F)F (4-[5-(3,5-dichlorophenyl)-5-(trifluoromethyl)-4,5-dihydroisoxazol-3-yl]benzaldehyde), NCC1=NC=CC=C1 (2-aminomethylpyridine), C[Si](C)(C)C#N (trimethylsilylcyanide), Cl(=O)(=O)(=O)[O-].[Li+] (lithium perchlorate). Run in O1CCCC1 (tetrahydrofuran), C(C)(C)(C)OC (t-butylmethylether). Conditions: time 1 hour. Yields the product ClC=1C=C(C=C(C1)Cl)C1(CC(=NO1)C1=CC=C(C=C1)C(C#N)NCC1=NC=CC=C1)C(F)(F)F ({4-[5-(3,5-dichlorophenyl)-5-(trifluoromethyl)-4,5-dihydroisoxazol-3-yl]phenyl}[(pyridin-2-ylmethyl)amino]acetonitrile). Isolated yield 38.4%. RXN SMILES: [Cl:1][C:2]1[CH:3]=[C:4]([C:9]2([C:22]([F:25])([F:24])[F:23])[O:13][N:12]=[C:11]([C:14]3[CH:21]=[CH:20][C:17]([CH:18]=O)=[CH:16][CH:15]=3)[CH2:10]2)[CH:5]=[C:6]([Cl:8])[CH:7]=1.[NH2:26][CH2:27][C:28]1[CH:33]=[CH:32][CH:31]=[CH:30][N:29]=1.C[Si]([C:38]#[N:39])(C)C.Cl([O-])(=O)(=O)=O.[Li+]>O1CCCC1.C(OC)(C)(C)C>[Cl:1][C:2]1[CH:3]=[C:4]([C:9]2([C:22]([F:25])([F:24])[F:23])[O:13][N:12]=[C:11]([C:14]3[CH:21]=[CH:20][C:17]([CH:18]([NH:26][CH2:27][C:28]4[CH:33]=[CH:32][CH:31]=[CH:30][N:29]=4)[C:38]#[N:39])=[CH:16][CH:15]=3)[CH2:10]2)[CH:5]=[C:6]([Cl:8])[CH:7]=1 |f:3.4|. Procedure details: To a solution of 4-[5-(3,5-dichlorophenyl)-5-(trifluoromethyl)-4,5-dihydroisoxazol-3-yl]benzaldehyde (0.30 g), 2-aminomethylpyridine (0.09 g) and trimethylsilylcyanide (0.08 g) in tetrahydrofuran (5 mL), lithium perchlorate (0.8 g) was added, and the mixture was then stirred for one hour at room temperature. After the reaction mixture was diluted with t-butylmethylether, the solution was washed with water and saturated brine. The organic layer was dried over anhydrous magnesium sulfate. The solv... Reactants: O=C([O-])O, CCOC(OCC)c1cc(C(=O)NCC2CCN(C(=O)OCc3ccccc3)CC2)ccn1, CCOC(C)=O, Cl, [Na+], C1COCCO1. Yields the product O=Cc1cc(C(=O)NCC2CCN(C(=O)OCc3ccccc3)CC2)ccn1. As a reaction SMILES: [C:47](=[O:48])([OH:49])[O-:50].[CH2:1]([c:2]1[cH:3][cH:4][cH:5][cH:6][cH:7]1)[O:8][C:9](=[O:10])[N:11]1[CH2:12][CH2:13][CH:14]([CH2:17][NH:18][C:19](=[O:20])[c:21]2[cH:22][c:23]([CH:27]([O:28][CH2:32][CH3:33])[O:29][CH2:30][CH3:31])[n:24][cH:25][cH:26]2)[CH2:15][CH2:16]1.[CH3:41][CH2:42][O:43][C:44](=[O:45])[CH3:46].[ClH:34].[Na+:51].[O:35]1[CH2:36][CH2:37][O:38][CH2:39][CH2:40]1>>[CH2:1]([c:2]1[cH:3][cH:4][cH:5][cH:6][cH:7]1)[O:8][C:9](=[O:10])[N:11]1[CH2:12][CH2:13][CH:14]([CH2:17][NH:18][C:19](=[O:20])[c:21]2[cH:22][c:23]([CH:27]=[O:28])[n:24][cH:25][cH:26]2)[CH2:15][CH2:16]1. Reactants: O=C1OC(CCC2CCCC2)(C2CCCC2)CC(O)=C1Cl, O=C1OC(CCC2=CCCCC2)(C2CCCC2)CC(O)=C1Cl, CC(C)n1c(S)nc2cc(Cl)ccc21, Sc1nnc(-c2ccncc2)[nH]1. Yields the product CC(C)n1c(SC2=C(O)CC(CCC3CCCC3)(C3CCCC3)OC2=O)nc2cc(Cl)ccc21. RXN SMILES: [Cl:1][C:2]1=[C:7]([OH:8])[CH2:6][C:5]([CH2:9][CH2:10][CH:11]2[CH2:12][CH2:13][CH2:14][CH2:15]2)([CH:16]2[CH2:17][CH2:18][CH2:19][CH2:20]2)[O:4][C:3]1=[O:21].[Cl:22][C:23]1=[C:42]([OH:43])[CH2:41][C:27]([CH2:28][CH2:29][C:30]2=[CH:35][CH2:34][CH2:33][CH2:32][CH2:31]2)([CH:36]2[CH2:37][CH2:38][CH2:39][CH2:40]2)[O:26][C:24]1=[O:25].[Cl:44][c:45]1[cH:46][c:47]2[c:48]([n:49]([CH:53]([CH3:54])[CH3:55])[c:50]([SH:52])[n:51]2)[cH:56][cH:57]1.[n:58]1[cH:59][cH:60][c:61](-[c:62]2[nH:63][c:64]([SH:65])[n:66][n:67]2)[cH:68][cH:69]1>>[C:2]1([S:52][c:50]2[n:49]([CH:53]([CH3:54])[CH3:55])[c:48]3[c:47]([cH:46][c:45]([Cl:44])[cH:57][cH:56]3)[n:51]2)=[C:7]([OH:8])[CH2:6][C:5]([CH2:9][CH2:10][CH:11]2[CH2:12][CH2:13][CH2:14][CH2:15]2)([CH:16]2[CH2:17][CH2:18][CH2:19][CH2:20]2)[O:4][C:3]1=[O:21]. The reactants are C(C)(C)OC(=O)C1=NC(=CC=C1CN(CC(=O)OC)S(=O)(=O)C1=CC=CC=C1)C (3-[(benzenesulfonyl(methoxycarbonylmethyl)amino)methyl]-6-methylpyridine-2-carboxylic acid isopropyl ester), C[O-].[Na+] (NaOMe). Solvent: CO (MeOH), CO (MeOH). Conditions: temperature 0 celsius. The product is COC(=O)C1=NC=C2C=CC(=NC2=C1O)C (8-hydroxy-2-methyl-[1,6]naphthyridine-7-carboxylic acid methyl ester). Reaction SMILES: C([O:4][C:5]([C:7]1[C:12]([CH2:13][N:14](S(C2C=CC=CC=2)(=O)=O)[CH2:15][C:16]([O:18][CH3:19])=[O:17])=[CH:11][CH:10]=[C:9]([CH3:29])[N:8]=1)=O)(C)C.C[O-].[Na+]>CO>[CH3:19][O:18][C:16]([C:15]1[C:5]([OH:4])=[C:7]2[C:12]([CH:11]=[CH:10][C:9]([CH3:29])=[N:8]2)=[CH:13][N:14]=1)=[O:17] |f:1.2|. Procedure details: To a stirred solution of crude 3-[(benzenesulfonyl(methoxycarbonylmethyl)amino)methyl]-6-methylpyridine-2-carboxylic acid isopropyl ester (from Step C) in MeOH (20 mL) at 0° C. was added a solution of NaOMe in MeOH (prepared from Na (200 mg) in MeOH (4 mL)) dropwise over 20 min. The resulting solution was left to stir at 0° C. for a further hour and concentrated. Ethyl acetate (50 mL) and ice-H2O (50 mL) were added. The layers were separated; the aqueous layer was extracted with ethyl acetate (2... The reactants are NC(CO)(C)C (2-amino-2-methyl-propan-1-ol), COC1=CC=C(C(=O)Cl)C=C1 (4-methoxybenzoyl chloride), S(=O)(Cl)Cl (thionyl chloride), water ice. The solvent is C(Cl)Cl (CH2Cl2), C(Cl)Cl (CH2Cl2). Reaction conditions: time 3 hour. Product: COC1=CC=C(C=C1)C=1OCC(N1)(C)C (2-(4-Methoxy-phenyl)-4,4-dimethyl-4,5-dihydro-oxazole). Isolated yield 87.9%. Reaction SMILES: [NH2:1][C:2]([CH3:6])([CH3:5])[CH2:3][OH:4].[CH3:7][O:8][C:9]1[CH:17]=[CH:16][C:12]([C:13](Cl)=O)=[CH:11][CH:10]=1.S(Cl)(Cl)=O>C(Cl)Cl>[CH3:7][O:8][C:9]1[CH:17]=[CH:16][C:12]([C:13]2[O:4][CH2:3][C:2]([CH3:6])([CH3:5])[N:1]=2)=[CH:11][CH:10]=1. Procedure details: A solution of 2-amino-2-methyl-propan-1-ol (104.5 g, 1.17 moles) in CH2Cl2 (400 ml) under N2 was dropwise added in 30 minutes with a solution of 4-methoxybenzoyl chloride (100 g, 0.59 moles) in CH2Cl2 (500 ml), keeping the temperature at about 18° C. with water/ice. After 3 hours under stirring the precipitate was filtered over celite and washed with CH2Cl2. The organic phase was stirred under N2 at 2° C. and dropwise added with thionyl chloride (123 ml, 1.77 moles), keeping the temperature belo... Reactants: C(C)(C)(C)OC(NC1CCC(CC1)NC=1C=2N(C=CN1)C(=CN2)C2=NC(=NC=C2)NC(CCNC(=O)OC(C)(C)C)C2=CC=CC=C2)=O ((4-{3-[2-(3-tert-butoxycarbonylamino-1-phenyl-propylamino)-pyrimidin-4-yl]-imidazo[1,2-a]pyrazin-8-ylamino}-cyclohexyl)-carbamic acid tert-butyl ester), Cl (hydrochloric acid). Run in C(C)O (ethanol). Reaction conditions: time 15 hour. The product is NCCC(C1=CC=CC=C1)NC1=NC=CC(=N1)C1=CN=C2N1C=CN=C2NC2CCC(CC2)N (N-{3-[2-(3-amino-1-phenyl-propylamino)-pyrimidin-4-yl]-imidazo[1,2-a]pyrazin-8-yl}-cyclohexane-1,4-diamine). As a reaction SMILES: C(OC(=O)[NH:7][CH:8]1[CH2:13][CH2:12][CH:11]([NH:14][C:15]2[C:16]3[N:17]([C:21]([C:24]4[CH:29]=[CH:28][N:27]=[C:26]([NH:30][CH:31]([C:42]5[CH:47]=[CH:46][CH:45]=[CH:44][CH:43]=5)[CH2:32][CH2:33][NH:34]C(OC(C)(C)C)=O)[N:25]=4)=[CH:22][N:23]=3)[CH:18]=[CH:19][N:20]=2)[CH2:10][CH2:9]1)(C)(C)C.Cl>C(O)C>[NH2:34][CH2:33][CH2:32][CH:31]([NH:30][C:26]1[N:25]=[C:24]([C:21]2[N:17]3[CH:18]=[CH:19][N:20]=[C:15]([NH:14][CH:11]4[CH2:12][CH2:13][CH:8]([NH2:7])[CH2:9][CH2:10]4)[C:16]3=[N:23][CH:22]=2)[CH:29]=[CH:28][N:27]=1)[C:42]1[CH:47]=[CH:46][CH:45]=[CH:44][CH:43]=1. Procedure details: To a solution of crude (4-{3-[2-(3-tert-butoxycarbonylamino-1-phenyl-propylamino)-pyrimidin-4-yl]-imidazo[1,2-a]pyrazin-8-ylamino}-cyclohexyl)-carbamic acid tert-butyl ester (110 mg, 0.17 mmol) in ethanol (5 mL) was added concentrated hydrochloric acid (5 mL) slowly. The reaction mixture was stirred at room temperature for 15 hours. The solvent was removed under reduced pressure and then the solid was purified by prep-HPLC. Several drops of concentrated HCl were added to the fractions with produ... Reactants: ClC1=CC2=C(S1)C1(CCN(CC1)CC=1C(=NN(C1)C1=NC=CC=C1C=O)C)OCC2(F)F (2-[4-[(2-chloro-4,4-difluoro-spiro[5H-thieno[2,3-c]pyran-7,4′-piperidine]-1′-yl)methyl]-3-methyl-pyrazol-1-yl]pyridine-3-carbaldehyde), Cl.NO (hydroxylamine hydrochloride), C(C)(=O)[O-].[Na+] (sodium ethanoate). The solvent is C(C)O (ethanol). Yields the product ClC1=CC2=C(S1)C1(CCN(CC1)CC=1C(=NN(C1)C1=NC=CC=C1C=NO)C)OCC2(F)F (2-[4-[(2-chloro-4,4-difluoro-spiro[5H-thieno[2,3-c]pyran-7,4′-piperidine]-1′-yl)methyl]-3-methyl-pyrazol-1-yl]pyridine-3-carbaldehyde oxime). The yield is 50.8%. As a reaction SMILES: [Cl:1][C:2]1[S:6][C:5]2[C:7]3([O:28][CH2:29][C:30]([F:32])([F:31])[C:4]=2[CH:3]=1)[CH2:12][CH2:11][N:10]([CH2:13][C:14]1[C:15]([CH3:27])=[N:16][N:17]([C:19]2[C:24]([CH:25]=O)=[CH:23][CH:22]=[CH:21][N:20]=2)[CH:18]=1)[CH2:9][CH2:8]3.Cl.[NH2:34][OH:35].C([O-])(=O)C.[Na+]>C(O)C>[Cl:1][C:2]1[S:6][C:5]2[C:7]3([O:28][CH2:29][C:30]([F:31])([F:32])[C:4]=2[CH:3]=1)[CH2:8][CH2:9][N:10]([CH2:13][C:14]1[C:15]([CH3:27])=[N:16][N:17]([C:19]2[C:24]([CH:25]=[N:34][OH:35])=[CH:23][CH:22]=[CH:21][N:20]=2)[CH:18]=1)[CH2:11][CH2:12]3 |f:1.2,3.4|. Reported procedure: To a solution of 2-[4-[(2-chloro-4,4-difluoro-spiro[5H-thieno[2,3-c]pyran-7,4′-piperidine]-1′-yl)methyl]-3-methyl-pyrazol-1-yl]pyridine-3-carbaldehyde (0.210 g, 0.438 mmol) in ethanol (3 mL) are added hydroxylamine hydrochloride (0.038 g, 0.526 mmol) and sodium ethanoate (0.044 g, 0.526 mmol) and the mixture is stirred at reflux for 1 h. The solvent is evaporated and the residue is extracted with ethyl acetate and water. The organic layer is separated, dried over magnesium sulfate, filtered and ...